This data is from the Open Reaction Database (ORD), a public repository of structured organic reaction records. The task is: describe an organic reaction: reactants, conditions, products, and yield Starting materials: CN(C)C=O, [Cl-], ClCCBr, [H-], [Na+], [Na+], O, Oc1cccnc1. Yields the product ClCCOc1cccnc1. As a reaction SMILES: [CH3:16][N:17]([CH3:18])[CH:19]=[O:20].[Cl-:14].[Cl:10][CH2:11][CH2:12][Br:13].[H-:8].[Na+:15].[Na+:9].[OH2:21].[OH:1][c:2]1[cH:3][n:4][cH:5][cH:6][cH:7]1>>[O:1]([c:2]1[cH:3][n:4][cH:5][cH:6][cH:7]1)[CH2:12][CH2:11][Cl:10]. The reactants are OOS(=O)[O-].[K+] (Oxone), CN(C)CCCSC1=CC=C(C=C1)Br (1-[3-(N,N-Dimethylamino)propylthio]-4-bromobenzene), O (water). Solvent: CO (MeOH). Run at time 90 minute. The product is CN(C)CCCS(=O)(=O)C1=CC=C(C=C1)Br (1-[3-(N,N-Dimethylamino)propylsulphonyl]-4-bromobenzene). Isolated yield 80.0%. As a reaction SMILES: [OH:1]OS([O-])=O.[K+].[CH3:7][N:8]([CH2:10][CH2:11][CH2:12][S:13][C:14]1[CH:19]=[CH:18][C:17]([Br:20])=[CH:16][CH:15]=1)[CH3:9].[OH2:21]>CO>[CH3:7][N:8]([CH2:10][CH2:11][CH2:12][S:13]([C:14]1[CH:15]=[CH:16][C:17]([Br:20])=[CH:18][CH:19]=1)(=[O:1])=[O:21])[CH3:9] |f:0.1|. Procedure details: Oxone (14 g, 23 mmol) was added to a solution of 1-[3-(N,N-dimethylamino)propylthio]-4-bromobenzene (Method 67; 5.24 g, 19.1 mmol) in MeOH (150 ml) and water (30 ml) and the mixture was stirred at ambient temperature for 90 minutes. The reaction mixture was poured onto an Isolute SCX-2 column, washed MeOH (6×40 ml) and the product eluted with 2% methanolic ammonia (10×40 ml). The solvent was evaporated and residue purified by flash chromatography on silica gel eluting with DCM/2% methanolic ammo... Reactants: C1(CCC(=O)O1)=O (succinic anhydride), NC1CC(N(C(C1)(C)C)OC1CCCCC1)(C)C (4-amino-1-cyclohexyloxy-2,2,6,6-tetramethylpiperidine). The solvent is CC(=O)C (acetone), CC(=O)C (acetone). Product: C1(CCCCC1)ON1C(CC(CC1(C)C)NC(CCC(=O)O)=O)(C)C (N-(1-Cyclohexyloxy-2,2,6,6-tetramethylpiperidin-4-yl)-succinamic Acid). As a reaction SMILES: [C:1]1(=[O:7])[O:6][C:4](=[O:5])[CH2:3][CH2:2]1.[NH2:8][CH:9]1[CH2:14][C:13]([CH3:16])([CH3:15])[N:12]([O:17][CH:18]2[CH2:23][CH2:22][CH2:21][CH2:20][CH2:19]2)[C:11]([CH3:25])([CH3:24])[CH2:10]1>CC(C)=O>[CH:18]1([O:17][N:12]2[C:11]([CH3:24])([CH3:25])[CH2:10][CH:9]([NH:8][C:4](=[O:5])[CH2:3][CH2:2][C:1]([OH:6])=[O:7])[CH2:14][C:13]2([CH3:16])[CH3:15])[CH2:19][CH2:20][CH2:21][CH2:22][CH2:23]1. Procedure: A solution of 1.0 gram (10.0 mmol) of succinic anhydride in 25 ml of acetone is added to a solution of 2.64 gram (10.0 mmol) of 4-amino-1-cyclohexyloxy-2,2,6,6-tetramethylpiperidine (as prepared in Example 6B) in 10 ml of acetone. The reaction mixture is stirred for sixteen hours at room temperature and then concentrated to form a white solid. Purification by flash chromatography (silica gel; 9:1 ethyl acetate:ethanol) and recrystallization from heptane:ethyl acetate affords the title compound a... Reported procedure: rac-N-(3-{4-[5-(6-Methyl-2-propoxy-pyrimidin-4-yl)-[1,2,4]oxadiazol-3-yl]-2,6-dimethyl-phenoxy}-2-hydroxy-propyl)-2-hydroxy-acetamide is prepared in analogy to N—((S)-3-{2-ethyl-4-[5-(2-ethylamino-6-methyl-pyrimidin-4-yl)-[1,2,4]oxadiazol-3-yl]-6-methyl-phenoxy}-2-hydroxy-propyl)-2-hydroxy-acetamide using 6-methyl-2-propoxy-pyrimidine-4-carboxylic acid and 2-hydroxy-N-{2-hydroxy-3-[4-(N-hydroxycarbamimioyl)-2,6-dimethyl-phenoxy]-propyl}-acetamide; LC-MS: tR=0.96 min; [M+H]+=472.23. Yields the product CC1=CC(=NC(=N1)OCCC)C1=NC(=NO1)C1=CC(=C(OCC(CNC(CO)=O)O)C(=C1)C)C (rac-N-(3-{4-[5-(6-Methyl-2-propoxy-pyrimidin-4-yl)-[1,2,4]oxadiazol-3-yl]-2,6-dimethyl-phenoxy}-2-hydroxy-propyl)-2-hydroxy-acetamide). Starting materials: C(C)C1=C(OC[C@H](CNC(CO)=O)O)C(=CC(=C1)C1=NOC(=N1)C1=NC(=NC(=C1)C)NCC)C (N—((S)-3-{2-ethyl-4-[5-(2-ethylamino-6-methyl-pyrimidin-4-yl)-[1,2,4]oxadiazol-3-yl]-6-methyl-phenoxy}-2-hydroxy-propyl)-2-hydroxy-acetamide), CC1=CC(=NC(=N1)OCCC)C(=O)O (6-methyl-2-propoxy-pyrimidine-4-carboxylic acid), 2-hydroxy-N-{2-hydroxy-3-[4-(N-hydroxycarbamimioyl)-2,6-dimethyl-phenoxy]-propyl}-acetamide. Reaction SMILES: [CH2:1]([C:3]1[CH:18]=[C:17]([C:19]2[N:23]=[C:22]([C:24]3[CH:29]=[C:28]([CH3:30])[N:27]=[C:26](NCC)[N:25]=3)[O:21][N:20]=2)[CH:16]=[C:15]([CH3:34])[C:4]=1[O:5][CH2:6][C@@H:7]([OH:14])[CH2:8][NH:9][C:10](=[O:13])[CH2:11][OH:12])C.CC1N=C([O:42][CH2:43][CH2:44][CH3:45])N=C(C(O)=O)C=1>>[CH3:30][C:28]1[N:27]=[C:26]([O:42][CH2:43][CH2:44][CH3:45])[N:25]=[C:24]([C:22]2[O:21][N:20]=[C:19]([C:17]3[CH:18]=[C:3]([CH3:1])[C:4]([O:5][CH2:6][CH:7]([OH:14])[CH2:8][NH:9][C:10](=[O:13])[CH2:11][OH:12])=[C:15]([CH3:34])[CH:16]=3)[N:23]=2)[CH:29]=1. Reactants: CCCCCC, CCOC(C)=O, CCOC(=O)c1cc2cc(Cl)ccc2[nH]1, [H-], [Na+], [Na+], O=C([O-])O, CN(C)C=O, O=S(=O)(Cl)c1ccccc1. Product: CCOC(=O)c1cc2cc(Cl)ccc2n1S(=O)(=O)c1ccccc1. Reaction SMILES: [CH3:33][CH2:34][CH2:35][CH2:36][CH2:37][CH3:38].[CH3:44][CH2:45][O:46][C:47]([CH3:48])=[O:49].[Cl:3][c:4]1[cH:5][c:6]2[cH:7][c:8]([C:13](=[O:14])[O:15][CH2:16][CH3:17])[nH:9][c:10]2[cH:11][cH:12]1.[H-:2].[Na+:1].[Na+:32].[O-:28][C:29]([OH:30])=[O:31].[O:39]=[CH:40][N:41]([CH3:42])[CH3:43].[c:18]1([S:24](=[O:25])(=[O:26])[Cl:27])[cH:19][cH:20][cH:21][cH:22][cH:23]1>>[Cl:3][c:4]1[cH:5][c:6]2[cH:7][c:8]([C:13](=[O:14])[O:15][CH2:16][CH3:17])[n:9]([S:24]([c:18]3[cH:19][cH:20][cH:21][cH:22][cH:23]3)(=[O:25])=[O:26])[c:10]2[cH:11][cH:12]1. Procedure details: Synthesis was performed from (2S)-2-({(2S)-2-[(tert-butoxycarbonyl)amino]-3-phenylpropanoyl}amino)-3-[3-(methoxycarbonyl)-4-(2-methoxy-2-oxoethoxy)phenyl]propanoic acid and 3-amino-1-propanol (18 ul) according to Method A to give material was re-purified by reversed phase HPLC in absence of trifluoroacetic acid to give the title compound (11 mg). 1H-NMR (400 MHz, CD3OD) d 7.84 (s, 1H), 7.39 (d, J=8.3 Hz, 1H), 7.27-7.17 (m, 5H), 7.04 (d, J=8.5 Hz, 1H), 4.79 (s, 2H), 4.51 (m, 1H), 4.23 (dd, J=5.2 ... Starting materials: C(C)(C)(C)OC(=O)N[C@H](C(=O)N[C@H](C(=O)O)CC1=CC(=C(C=C1)OCC(=O)OC)C(=O)OC)CC1=CC=CC=C1 ((2S)-2-({(2S)-2-[(tert-butoxycarbonyl)amino]-3-phenylpropanoyl}amino)-3-[3-(methoxycarbonyl)-4-(2-methoxy-2-oxoethoxy)phenyl]propanoic acid), NCCCO (3-amino-1-propanol). As a reaction SMILES: [C:1]([O:5][C:6]([NH:8][C@@H:9]([CH2:34][C:35]1[CH:40]=[CH:39][CH:38]=[CH:37][CH:36]=1)[C:10]([NH:12][C@@H:13]([CH2:17][C:18]1[CH:23]=[CH:22][C:21]([O:24][CH2:25][C:26]([O:28]C)=[O:27])=[C:20]([C:30]([O:32]C)=[O:31])[CH:19]=1)[C:14]([OH:16])=O)=[O:11])=[O:7])([CH3:4])([CH3:3])[CH3:2].[NH2:41][CH2:42][CH2:43][CH2:44][OH:45]>>[C:1]([O:5][C:6]([NH:8][C@@H:9]([CH2:34][C:35]1[CH:40]=[CH:39][CH:38]=[CH:37][CH:36]=1)[C:10]([NH:12][C@H:13]([C:14]([NH:41][CH2:42][CH2:43][CH2:44][OH:45])=[O:16])[CH2:17][C:18]1[CH:23]=[CH:22][C:21]([O:24][CH2:25][C:26]([OH:28])=[O:27])=[C:20]([CH:19]=1)[C:30]([OH:32])=[O:31])=[O:11])=[O:7])([CH3:4])([CH3:2])[CH3:3]. Product: C(C)(C)(C)OC(=O)N[C@H](C(=O)N[C@@H](CC=1C=CC(=C(C(=O)O)C1)OCC(=O)O)C(=O)NCCCO)CC1=CC=CC=C1 (5-{(2S)-2-({(2S)-2-[(tert-Butoxycarbonyl)amino]-3-phenylpropanoyl}amino)-3-[(3-hydroxypropyl)amino]-3-oxopropyl}-2-(carboxymethoxy)benzoic Acid). Reactants: [BH4-], CC(C)(C)C(=O)C(C(CC#N)c1ccccc1)n1ccnc1, O=C([O-])O, CC(C)O, Cl, [Na+], [Na+]. The product is CC(C)(C)C(O)C(C(CC#N)c1ccccc1)n1ccnc1. Reaction SMILES: [BH4-:23].[C:1](#[N:2])[CH2:3][CH:4]([CH:5]([C:6]([C:7]([CH3:8])([CH3:9])[CH3:10])=[O:11])[n:12]1[cH:13][n:14][cH:15][cH:16]1)[c:17]1[cH:18][cH:19][cH:20][cH:21][cH:22]1.[C:26](=[O:27])([OH:28])[O-:29].[CH:31]([OH:32])([CH3:33])[CH3:34].[ClH:25].[Na+:24].[Na+:30]>>[C:1](#[N:2])[CH2:3][CH:4]([CH:5]([CH:6]([C:7]([CH3:8])([CH3:9])[CH3:10])[OH:11])[n:12]1[cH:13][n:14][cH:15][cH:16]1)[c:17]1[cH:18][cH:19][cH:20][cH:21][cH:22]1. The reactants are CC1=C(C(CCC1)(C)C)/C=C/C(=O)C (β-ionone), P(O)(O)(O)=O (phosphoric acid). Product: CC1=CCCC(C1/C=C/C(=O)C)(C)C (α-Ionone). RXN SMILES: [CH3:1][C:2]1[CH2:7][CH2:6][CH2:5][C:4]([CH3:9])([CH3:8])[C:3]=1/[CH:10]=[CH:11]/[C:12]([CH3:14])=[O:13].P(=O)(O)(O)O>>[CH3:1][C:2]1[CH:3](/[CH:10]=[CH:11]/[C:12]([CH3:14])=[O:13])[C:4]([CH3:9])([CH3:8])[CH2:5][CH2:6][CH:7]=1. Procedure: The same procedure was used as for β-ionone except phosphoric acid was used as the cyclizing agent. Boiling point 63°-65° C./0.1 mm; nD25 1.4960; yield 3.8 g.